describe an organic reaction: reactants, conditions, products, and yield From a dataset of the Open Reaction Database (ORD), a public repository of structured organic reaction records. Starting materials: NC=1C=CC=C2CCCNC12 (8-amino- 1,2,3,4-tetrahydroquinoline), solution, C(=O)(Cl)Cl (phosgene). Run in C(C)(=O)O (acetic acid), ClC1=CC=CC=C1 (chlorobenzene). Product: N1C(N2CCCC3=CC=CC1=C23)=O (5,6-Dihydro-4H-imidazo[4,5,1-ij]quinolin-2(1H)-one). Yield: 88.0%. Reaction SMILES: [NH2:1][C:2]1[CH:3]=[CH:4][CH:5]=[C:6]2[C:11]=1[NH:10][CH2:9][CH2:8][CH2:7]2.[C:12](Cl)(Cl)=[O:13]>C(O)(=O)C.ClC1C=CC=CC=1>[NH:1]1[C:2]2=[C:11]3[C:6](=[CH:5][CH:4]=[CH:3]2)[CH2:7][CH2:8][CH2:9][N:10]3[C:12]1=[O:13]. Reported procedure: To a solution of 10.77 g of 8-amino- 1,2,3,4-tetrahydroquinoline in glacial acetic acid (30 ml) was added dropwise a 21.75% solution of phosgene in chlorobenzene (30 ml), under nitrogen, with stirring. After the addition was complete, the mixture was heated under reflux, with stirring for one hr and evaporated. The residue was taken up in 10% ammonium hydroxide solution (75 ml) and extracted with dichloromethane. The organic extracts were dried over anhydrous magnesium sulfate, filtered, and the... The reactants are [Br-], BrCCCCBr, CC(C)CCOCCCCO, [H-], [Na+], [Na+]. Product: CC(C)CCOCCCCOCCCCBr. RXN SMILES: [Br-:21].[Br:14][CH2:15][CH2:16][CH2:17][CH2:18][Br:19].[CH2:3]([CH2:4][CH:5]([CH3:6])[CH3:7])[O:8][CH2:9][CH2:10][CH2:11][CH2:12][OH:13].[H-:1].[Na+:20].[Na+:2]>>[CH2:3]([CH2:4][CH:5]([CH3:6])[CH3:7])[O:8][CH2:9][CH2:10][CH2:11][CH2:12][O:13][CH2:18][CH2:17][CH2:16][CH2:15][Br:14]. Starting materials: FC=1C=C(C=CC1F)O (3,4-difluorophenol), C1(=CC=CC=C1)[Si]1(CCC(CC1)C1=CC=C(C(=O)O)C=C1)CCCC(C)F (4-(4-phenyl-4-(4-fluoropentyl)-4-silacyclohexyl)benzoic acid). Yields the product FC(CCC[Si@@H]1CC[C@H](CC1)C1=CC=C(C(=O)OC2=CC(=C(C=C2)F)F)C=C1)C ((3,4-difluorophenyl) trans-4-(4-(4-fluoropentyl)-4-silacyclohexyl)benzoate). RXN SMILES: [F:1][C:2]1[CH:3]=[C:4]([OH:9])[CH:5]=[CH:6][C:7]=1[F:8].C1([Si:16]2([CH2:31][CH2:32][CH2:33][CH:34]([F:36])[CH3:35])[CH2:21][CH2:20][CH:19]([C:22]3[CH:30]=[CH:29][C:25]([C:26](O)=[O:27])=[CH:24][CH:23]=3)[CH2:18][CH2:17]2)C=CC=CC=1>>[F:36][CH:34]([CH3:35])[CH2:33][CH2:32][CH2:31][Si@H:16]1[CH2:21][CH2:20][C@H:19]([C:22]2[CH:23]=[CH:24][C:25]([C:26]([O:9][C:4]3[CH:5]=[CH:6][C:7]([F:8])=[C:2]([F:1])[CH:3]=3)=[O:27])=[CH:29][CH:30]=2)[CH2:18][CH2:17]1. Procedure details: The general procedure of Example 3 was repeated using 3,4-difluorophenol and 4-(4-phenyl-4-(4-fluoropentyl)-4-silacyclohexyl)benzoic acid, thereby obtaining the intended product. The reactants are C1(=CC=CC=C1)N1N=CC=C1B(O)O ((1-Phenyl-1H-pyrazol-5-yl)boronic acid), OC(C)(C)C(C)(C)O (pinacol). The solvent is C1(=CC=CC=C1)C (toluene), ClCCl (dichloromethane). Run at temperature 40 celsius, time 2 day. Product: C1(=CC=CC=C1)N1N=CC=C1B1OC(C(O1)(C)C)(C)C (1-phenyl-5-(4,4,5,5-tetramethyl-1,3,2-dioxaborolan-2-yl)-1H-pyrazole). The yield is 55.1%. RXN SMILES: [C:1]1([N:7]2[C:11]([B:12]([OH:14])[OH:13])=[CH:10][CH:9]=[N:8]2)[CH:6]=[CH:5][CH:4]=[CH:3][CH:2]=1.O[C:16]([C:19](O)([CH3:21])[CH3:20])([CH3:18])[CH3:17]>C1(C)C=CC=CC=1.ClCCl>[C:1]1([N:7]2[C:11]([B:12]3[O:13][C:19]([CH3:21])([CH3:20])[C:16]([CH3:18])([CH3:17])[O:14]3)=[CH:10][CH:9]=[N:8]2)[CH:2]=[CH:3][CH:4]=[CH:5][CH:6]=1. Procedure details: (1-Phenyl-1H-pyrazol-5-yl)boronic acid (25.0 g) was dissolved in toluene (700 mL), pinacol (18.0 g) was added at room temperature, and the mixture was stirred at 40° C. for 2 days. The reaction mixture was diluted with dichloromethane, washed successively with water and saturated brine, dried over anhydrous sodium sulfate and filtered, and the filtrate was concentrated. The resulting solid was collected by filtration, and washed with hexane to give the title compound (19.8 g). As a reaction SMILES: [C:31]([C:32](=[CH2:33])[CH3:34])(=[O:35])[Cl:36].[CH2:2]([CH2:3][CH2:4][CH3:5])[P+:6]([CH2:7][CH2:8][CH2:9][CH2:10][OH:11])([CH2:12][CH2:13][CH2:14][CH3:15])[CH2:16][CH2:17][CH2:18][CH3:19].[CH3:20][O:21][CH3:22].[CH3:37][C:38]#[N:39].[Cl-:1].[c:23]1([OH:30])[cH:24][cH:25][c:26]([OH:27])[cH:28][cH:29]1>>[CH2:2]([CH2:3][CH2:4][CH3:5])[P+:6]([CH2:7][CH2:8][CH2:9][CH2:10][O:11][C:31]([C:32](=[CH2:33])[CH3:34])=[O:35])([CH2:12][CH2:13][CH2:14][CH3:15])[CH2:16][CH2:17][CH2:18][CH3:19].[Cl-:36]. Product: C=C(C)C(=O)OCCCC[P+](CCCC)(CCCC)CCCC, [Cl-]. Starting materials: C=C(C)C(=O)Cl, CCCC[P+](CCCC)(CCCC)CCCCO, COC, CC#N, [Cl-], Oc1ccc(O)cc1. Starting materials: [OH-].[Na+] (sodium hydroxide), C(=O)(OC)C=1C=C(C=CC1)C1=C(C=CC(=C1)OC)C1C(C(C2=CC=C(C=C12)OCCC)C1=CC2=C(C=C1)OCO2)C(=O)OC (Methyl (1RS,2SR,3RS)-3-[2-(3-Carbomethoxyphenyl)-4-methoxyphenyl]-1-(3,4-methylenedioxyphenyl)-5-(prop-1-yloxy)indane-2-carboxylate), Cl (hydrochloric acid). Solvent: O (water), CC(C)O (propan-2-ol). Yields the product C(=O)(O)C=1C=C(C=CC1)C1=C(C=CC(=C1)OC)C1C(C(C2=CC=C(C=C12)OCCC)C1=CC2=C(C=C1)OCO2)C(=O)O ((1RS,2SR,3RS)-3-[2-(3-Carboxyphenyl)-4-methoxyphenyl]-1-(3,4-methylenedioxyphenyl)-5-(prop-1-yloxy)-indane-2-carboxylic acid). The yield is 26.2%. RXN SMILES: [C:1]([C:5]1[CH:6]=[C:7]([C:11]2[CH:16]=[C:15]([O:17][CH3:18])[CH:14]=[CH:13][C:12]=2[CH:19]2[C:27]3[C:22](=[CH:23][CH:24]=[C:25]([O:28][CH2:29][CH2:30][CH3:31])[CH:26]=3)[CH:21]([C:32]3[CH:37]=[CH:36][C:35]4[O:38][CH2:39][O:40][C:34]=4[CH:33]=3)[CH:20]2[C:41]([O:43]C)=[O:42])[CH:8]=[CH:9][CH:10]=1)([O:3]C)=[O:2].[OH-].[Na+].Cl>CC(O)C.O>[C:1]([C:5]1[CH:6]=[C:7]([C:11]2[CH:16]=[C:15]([O:17][CH3:18])[CH:14]=[CH:13][C:12]=2[CH:19]2[C:27]3[C:22](=[CH:23][CH:24]=[C:25]([O:28][CH2:29][CH2:30][CH3:31])[CH:26]=3)[CH:21]([C:32]3[CH:37]=[CH:36][C:35]4[O:38][CH2:39][O:40][C:34]=4[CH:33]=3)[CH:20]2[C:41]([OH:43])=[O:42])[CH:8]=[CH:9][CH:10]=1)([OH:3])=[O:2] |f:1.2|. Procedure details: Methyl (1RS,2SR,3RS)-3-[2-(3-Carbomethoxyphenyl)-4-methoxyphenyl]-1-(3,4-methylenedioxyphenyl)-5-(prop-1-yloxy)indane-2-carboxylate (0.08 g, crude) was dissolved in propan-2-ol (1 ml) and aqueous sodium hydroxide (1M, 1 ml, 1 mmol) added. The mixture was refluxed for 12 hr. then cooled, diluted with water, acidified with 3M-aqueous hydrochloric acid and extracted with ethyl acetate (3×). The combined organic extract was purified by column chromatography on silical-gel (eluant: 30% EtOAc/hexane/5... Starting materials: [H-].[Na+] (sodium hydride), O=C1CC2=C(S1)C=CC=C2 (2,3-dihydro-2-oxo-benzo[b]thiophen), Cl (hydrochloric acid), ice water, S1C(=CC=C1)NC(OC1=CC=CC=C1)=O (phenyl N-(2-thienyl)-carbamate). The solvent is CN(P(N(C)C)(N(C)C)=O)C (hexamethylphosphoric acid triamide), CN(P(N(C)C)(N(C)C)=O)C (hexamethylphosphoric acid triamide), CN(P(N(C)C)(N(C)C)=O)C (hexamethylphosphoric acid triamide). Yields the product S1C(=CC=C1)NC(=O)C1C2=C(SC1=O)C=CC=C2 (N-(2-Thienyl)-2-oxo-2,3-dihydro-3-benzo[b]thiophen-carboxamide). As a reaction SMILES: [O:1]=[C:2]1[S:6][C:5]2[CH:7]=[CH:8][CH:9]=[CH:10][C:4]=2[CH2:3]1.[H-].[Na+].[S:13]1[CH:17]=[CH:16][CH:15]=[C:14]1[NH:18][C:19](=O)[O:20]C1C=CC=CC=1.Cl>CN(C)P(=O)(N(C)C)N(C)C>[S:13]1[CH:17]=[CH:16][CH:15]=[C:14]1[NH:18][C:19]([CH:3]1[C:2](=[O:1])[S:6][C:5]2[CH:7]=[CH:8][CH:9]=[CH:10][C:4]1=2)=[O:20] |f:1.2|. Procedure details: A solution of 7.5 g of 2,3-dihydro-2-oxo-benzo[b]thiophen in 50 ml of hexamethylphosphoric acid triamide is added dropwise, with cooling, to a suspension of 2.4 g of a 50% sodium hydride/mineral oil dispersion in 100 ml of hexamethylphosphoric acid triamide, the temperature being kept below 15° during the addition. After stirring for half an hour at room temperature, 52 g of phenyl N-(2-thienyl)-carbamate, dissolved in 50 ml of hexamethylphosphoric acid triamide, are added dropwise, with externa... Starting materials: II (iodine), [I-].[K+] (potassium iodide), N1C(=CC2=CC=CC=C12)C(=O)O (indole-2-carboxylic acid), N1C(NCC1)=S (2-imidazolidinethione). Run in O (water), CO (methanol), CO (methanol). Conditions: time 2 hour. The product is I.N1C(=NCC1)SC1=C(NC2=CC=CC=C12)C(=O)O (3-(2-imidazolin-2-ylthio)-indole-2-carboxylic acid hydriodide). Reaction SMILES: [NH:1]1[C:9]2[C:4](=[CH:5][CH:6]=[CH:7][CH:8]=2)[CH:3]=[C:2]1[C:10]([OH:12])=[O:11].[NH:13]1[CH2:17][CH2:16][NH:15][C:14]1=[S:18].[I:19]I.[I-].[K+]>CO.O>[IH:19].[NH:15]1[CH2:16][CH2:17][N:13]=[C:14]1[S:18][C:3]1[C:4]2[C:9](=[CH:8][CH:7]=[CH:6][CH:5]=2)[NH:1][C:2]=1[C:10]([OH:12])=[O:11] |f:3.4,7.8|. Procedure details: A mixture of 3,2 g indole-2-carboxylic acid in 50 ml methanol and 2 g 2-imidazolidinethione in 100 ml methanol is added to a well-stirred solution of 3 g iodine and 25 g potassium iodide in 50 ml water. After being stirred for 2 hours at room temperature, the mixture is filtered to remove the product. The filtrate is concentrated and cooled to give further yield. The combined product is recrystallised from alcohol-ether to give 3-(2-imidazolin-2-ylthio)-indole-2-carboxylic acid hydriodide meltin... Starting materials: Cl.N12CCC(CC1)(CC2)C=CC(=O)O (3-(Quinuclidin-4-yl)-acrylic acid hydrochloride). Reagents/catalysts: [Pd] (palladium on charcoal). Product: Cl.N12CCC(CC1)(CC2)CCC(=O)O (3-(Quinuclidin-4-yl)-propionic acid hydrochloride). Isolated yield 91.0%. Reaction SMILES: [ClH:1].[N:2]12[CH2:9][CH2:8][C:5]([CH:10]=[CH:11][C:12]([OH:14])=[O:13])([CH2:6][CH2:7]1)[CH2:4][CH2:3]2>[Pd]>[ClH:1].[N:2]12[CH2:9][CH2:8][C:5]([CH2:10][CH2:11][C:12]([OH:14])=[O:13])([CH2:6][CH2:7]1)[CH2:4][CH2:3]2 |f:0.1,3.4|. Reported procedure: 3-(Quinuclidin-4-yl)-acrylic acid (Example 26, Step 4) (0.2 g, 0.0009 moles) was hydrogenated at atmospheric pressure and ambient temperature over 10% palladium on charcoal (0.05 g) for 18 hours. The catalyst was filtered off and the filtrate evaporated to dryness to give the title compound 0.18 g (89%); MS (+ve ion electrospray) m/z 184 (MH+, 100%).